This data is from the Open Reaction Database (ORD), a public repository of structured organic reaction records. The task is: describe an organic reaction: reactants, conditions, products, and yield The reactants are CC=1OC(C2=C(N1)C=CS2)=O (2-Methyl-thieno[3,2-d][1,3]oxazin-4-one), NC=1C(=CC=CC1)C (o-toluidine). The solvent is C(C)(=O)O (acetic acid). The product is impure product, CN(C)C(=O)N=NC(=O)N(C)C (diamide). Isolated yield 45.9%. As a reaction SMILES: C[C:2]1[O:3]C(=O)C2SC=C[C:6]=2[N:7]=1.[NH2:12][C:13]1C(C)=CC=CC=1>C(O)(=O)C>[CH3:2][N:7]([C:13]([N:12]=[N:12][C:2]([N:7]([CH3:6])[CH3:13])=[O:3])=[O:3])[CH3:6]. Procedure details: 2-Methyl-thieno[3,2-d][1,3]oxazin-4-one (12.7 g, 76 mmol) and o-toluidine (16.2 mL, 152 mmol) were combined in acetic acid (175 mL) and refluxed for 3 hours. The reaction was concentrated and the residue was partitioned between ethyl acetate and water. The two phase mixture was treated with sodium bicarbonate until the aqueous layer was basic and the phases were then separated. The aqueous phase was extracted with ethyl acetate and the combined organic layer was washed with water and brine, drie...